The task is: describe an organic reaction: reactants, conditions, products, and yield. This data is from the Open Reaction Database (ORD), a public repository of structured organic reaction records. Starting materials: C(C)(=O)O[BH-](OC(C)=O)OC(C)=O.[Na+] (sodium triacetoxyborohydride), Cl (HCl), Cl.Cl.C(CCC)C1=C(C=C(N=N1)OC[C@@H]1[C@@H](CNCC1)O)C1=CC=C(C=C1)OC1CCCCC1 ((±)-cis-4-[6-butyl-5-(4-cyclohexyloxy-phenyl)-pyridazin-3-yloxymethyl]-piperidin-3-ol dihydrochloride), C=O (formaldehyde), O (water). Reagents/catalysts: C(C)(=O)O (acetic acid). Solvent: C(Cl)Cl (DCM), CCOCC (ether), ClCCl (dichloromethane). Conditions: time 0.5 hour. The product is Cl.Cl.C(CCC)C1=C(C=C(N=N1)OC[C@@H]1[C@@H](CN(CC1)C)O)C1=CC=C(C=C1)OC1CCCCC1 ((±)-cis-4-[6-Butyl-5-(4-cyclohexyloxy-phenyl)-pyridazin-3-yloxymethyl]-1-methyl-piperidin-3-ol dihydrochloride). Isolated yield 96.9%. RXN SMILES: [ClH:1].Cl.[CH2:3]([C:7]1[N:12]=[N:11][C:10]([O:13][CH2:14][C@H:15]2[CH2:20][CH2:19][NH:18][CH2:17][C@H:16]2[OH:21])=[CH:9][C:8]=1[C:22]1[CH:27]=[CH:26][C:25]([O:28][CH:29]2[CH2:34][CH2:33][CH2:32][CH2:31][CH2:30]2)=[CH:24][CH:23]=1)[CH2:4][CH2:5][CH3:6].C=O.O.[C:38](O[BH-](OC(=O)C)OC(=O)C)(=O)C.[Na+].Cl>ClCCl.C(O)(=O)C.CCOCC>[ClH:1].[ClH:1].[CH2:3]([C:7]1[N:12]=[N:11][C:10]([O:13][CH2:14][C@H:15]2[CH2:20][CH2:19][N:18]([CH3:38])[CH2:17][C@H:16]2[OH:21])=[CH:9][C:8]=1[C:22]1[CH:27]=[CH:26][C:25]([O:28][CH:29]2[CH2:34][CH2:33][CH2:32][CH2:31][CH2:30]2)=[CH:24][CH:23]=1)[CH2:4][CH2:5][CH3:6] |f:0.1.2,5.6,11.12.13|. Procedure details: To a stirred solution of (±)-cis-4-[6-butyl-5-(4-cyclohexyloxy-phenyl)-pyridazin-3-yloxymethyl]-piperidin-3-ol dihydrochloride (Example 35, ˜0.2 mmol) in dichloromethane (2.0 mL), was added formaldehyde solution in water (37%, 2.0 mmol, 0.2 mL), and 1 drop of acetic acid. Then sodium triacetoxyborohydride (2.0 mmol, 424 mg) was added. The mixture was stirred at room temperature for 0.5 hour, then condensed, worked up and the solvent was removed in vacuo. The residue was purified by silica gel ch... RXN SMILES: Cl.[N:2]1([CH:7]2[CH2:16][CH2:15][C:14]3[C:9](=[CH:10][C:11]([O:17][CH3:18])=[CH:12][CH:13]=3)[CH2:8]2)[CH:6]=[CH:5][N:4]=[CH:3]1.C([O-])(O)=O.[Na+]>>[N:2]1([CH:7]2[CH2:16][CH2:15][C:14]3[C:9](=[CH:10][C:11]([O:17][CH3:18])=[CH:12][CH:13]=3)[CH2:8]2)[CH:6]=[CH:5][N:4]=[CH:3]1 |f:0.1,2.3|. Procedure details: 1,2,3,4-tetrahydro-2-(1-imidazolyl)-7-methoxy-naphthalene hydrochloride which treated with the stoichiometric amount of NaHCO3 gave 1,2,3,4-tetrahydro-2-(1-imidazolyl)-7-methoxy-naphthalene. Starting materials: Cl.N1(C=NC=C1)C1CC2=CC(=CC=C2CC1)OC (1,2,3,4-tetrahydro-2-(1-imidazolyl)-7-methoxy-naphthalene hydrochloride), C(=O)(O)[O-].[Na+] (NaHCO3). The product is N1(C=NC=C1)C1CC2=CC(=CC=C2CC1)OC (1,2,3,4-tetrahydro-2-(1-imidazolyl)-7-methoxy-naphthalene).